describe an organic reaction: reactants, conditions, products, and yield From a dataset of the Open Reaction Database (ORD), a public repository of structured organic reaction records. The reactants are [Al+3], C1CCOC1, COC(=O)c1ccc(-c2cc(OC3CCCCO3)ccc2F)c(C(C)(C)C)c1, [H-], [H-], [H-], [H-], [Li+], [Na+], [OH-]. The product is CC(C)(C)c1cc(CO)ccc1-c1cc(OC2CCCCO2)ccc1F. RXN SMILES: [Al+3:30].[CH2:37]1[O:38][CH2:39][CH2:40][CH2:41]1.[CH3:1][C:2]([CH3:3])([CH3:4])[c:5]1[c:6](-[c:15]2[c:16]([F:28])[cH:17][cH:18][c:19]([O:21][CH:22]3[O:23][CH2:24][CH2:25][CH2:26][CH2:27]3)[cH:20]2)[cH:7][cH:8][c:9]([C:11](=[O:12])[O:13][CH3:14])[cH:10]1.[H-:29].[H-:32].[H-:33].[H-:34].[Li+:31].[Na+:36].[OH-:35]>>[CH3:1][C:2]([CH3:3])([CH3:4])[c:5]1[c:6](-[c:15]2[c:16]([F:28])[cH:17][cH:18][c:19]([O:21][CH:22]3[O:23][CH2:24][CH2:25][CH2:26][CH2:27]3)[cH:20]2)[cH:7][cH:8][c:9]([CH2:11][OH:12])[cH:10]1. The reactants are ClC(Cl)Cl, C[Si](C)(C)I, Cc1cc(O)c(C(=O)C=Cc2cccc(NC(=O)OC(C)(C)C)c2)c(=O)n1C. Yields the product Cc1cc(O)c(C(=O)C=Cc2cccc(N)c2)c(=O)n1C. Reaction SMILES: [CH:34]([Cl:35])([Cl:36])[Cl:37].[I:29][Si:30]([CH3:31])([CH3:32])[CH3:33].[OH:1][c:2]1[c:3]([C:11]([CH:12]=[CH:13][c:14]2[cH:15][c:16]([NH:20][C:21]([O:22][C:23]([CH3:24])([CH3:25])[CH3:26])=[O:27])[cH:17][cH:18][cH:19]2)=[O:28])[c:4](=[O:10])[n:5]([CH3:9])[c:6]([CH3:8])[cH:7]1>>[OH:1][c:2]1[c:3]([C:11]([CH:12]=[CH:13][c:14]2[cH:15][c:16]([NH2:20])[cH:17][cH:18][cH:19]2)=[O:28])[c:4](=[O:10])[n:5]([CH3:9])[c:6]([CH3:8])[cH:7]1. Starting materials: [N+](=O)(O)[O-] (nitric acid), [OH-].[Na+] (Sodium hydroxide), OC1=NC=CC=C1O (2,3-dihydroxypyridine), COS(=O)(=O)OC (dimethylsulfate). The solvent is S(O)(O)(=O)=O (sulfuric acid), S(O)(O)(=O)=O (sulfuric acid). Conditions: temperature 5 celsius, time 20 hour. The product is COC=1C(NC=C(C1)[N+](=O)[O-])=O (3-Methoxy-5-Nitro-2-Pyridone). As a reaction SMILES: [OH-].[Na+].[OH:3][C:4]1[C:9]([OH:10])=[CH:8][CH:7]=[CH:6][N:5]=1.[CH3:11]OS(OC)(=O)=O.[N+:18]([O-:21])(O)=[O:19]>S(=O)(=O)(O)O>[CH3:11][O:10][C:9]1[C:4](=[O:3])[NH:5][CH:6]=[C:7]([N+:18]([O-:21])=[O:19])[CH:8]=1 |f:0.1|. Procedure: Sodium hydroxide (8.6 g, 0.215 mole) and 2,3-dihydroxypyridine (22.0 g, 0.20 mole) were added to distilled water (75 ml). After cooling to 5° C., dimethylsulfate (25.0 g, 0.21 mole) was added dropwise; the reaction mixture was stirred for 20 hours while slowly warming to room temperature. The water was removed in vacuo (approximately 65° C.) to obtain a syrup which was dissolved in concentrated sulfuric acid (50 to 60 ml) at 5° C. A cold mixture of concentrated nitric acid (20 ml) in concentrate... Reactants: O=[N+]([O-])c1cc(Cl)c(Cl)cc1NCCCO, ClC(Cl)Cl, O=S(Cl)Cl. The product is O=[N+]([O-])c1cc(Cl)c(Cl)cc1NCCCCl. As a reaction SMILES: [Cl:1][c:2]1[cH:3][c:4]([N+:14](=[O:15])[O-:16])[c:5]([NH:9][CH2:10][CH2:11][CH2:12][OH:13])[cH:6][c:7]1[Cl:8].[Cl:21][CH:22]([Cl:23])[Cl:24].[S:17]([Cl:18])([Cl:19])=[O:20]>>[Cl:1][c:2]1[cH:3][c:4]([N+:14](=[O:15])[O-:16])[c:5]([NH:9][CH2:10][CH2:11][CH2:12][Cl:19])[cH:6][c:7]1[Cl:8]. Starting materials: C(C)(C)(C)NC(=O)NC=1C(=C(C2=C([C@H](CO2)C2=CC=C(C=C2)C(C)C)C1C)C=O)C ((−)-N-(tert-Butyl)-N′-((3R)-7-formyl-3-(4-isopropylphenyl)-4,6-dimethyl-2,3-dihydro-1-benzofuran-5-yl)urea), C(C)(=O)OCC.CCCCCC (ethyl acetate hexane). Run in C(Cl)(Cl)Cl (chloroform). The product is C(C)(C)(C)NC(=O)NC=1C(=C(C2=C([C@H](CO2)C2=CC=C(C=C2)C(C)C)C1C)CO)C ((+)-N-(tert-Butyl)-N′-((3R)-7-(hydroxymethyl)-3-(4-isopropylphenyl)-4,6-dimethyl-2,3-dihydro-1-benzofuran-5-yl)urea). Isolated yield 97.0%. Reaction SMILES: [C:1]([NH:5][C:6]([NH:8][C:9]1[C:10]([CH3:30])=[C:11]([CH:28]=[O:29])[C:12]2[O:16][CH2:15][C@H:14]([C:17]3[CH:22]=[CH:21][C:20]([CH:23]([CH3:25])[CH3:24])=[CH:19][CH:18]=3)[C:13]=2[C:26]=1[CH3:27])=[O:7])([CH3:4])([CH3:3])[CH3:2].C(OCC)(=O)C.CCCCCC>C(Cl)(Cl)Cl>[C:1]([NH:5][C:6]([NH:8][C:9]1[C:10]([CH3:30])=[C:11]([CH2:28][OH:29])[C:12]2[O:16][CH2:15][C@H:14]([C:17]3[CH:18]=[CH:19][C:20]([CH:23]([CH3:25])[CH3:24])=[CH:21][CH:22]=3)[C:13]=2[C:26]=1[CH3:27])=[O:7])([CH3:3])([CH3:2])[CH3:4] |f:1.2|. Procedure: Using (−)-N-(tert-butyl)-N′-((3R)-7-formyl-3-(4-isopropylphenyl)-4,6-dimethyl-2,3-dihydro-1-benzofuran-5-yl)urea obtained in Example 48, the title compound was synthesized in the same manner as in Example 21. Yield: 97%. Melting point: 187-188° C. (ethyl acetate-hexane). [α]D20+34.0° (c=0.43, chloroform). Reactants: CCOC(=O)C(NC(C)=O)C(=O)OCC, CCO, ClCc1cncs1, [Na]. Product: CCOC(=O)C(Cc1cncs1)(NC(C)=O)C(=O)OCC. RXN SMILES: [C:9]([CH3:10])(=[O:11])[NH:12][CH:13]([C:14](=[O:15])[O:16][CH2:17][CH3:18])[C:19](=[O:20])[O:21][CH2:22][CH3:23].[CH3:24][CH2:25][OH:26].[Cl:2][CH2:3][c:4]1[cH:5][n:6][cH:7][s:8]1.[Na:1]>>[CH2:3]([c:4]1[cH:5][n:6][cH:7][s:8]1)[C:13]([NH:12][C:9]([CH3:10])=[O:11])([C:14](=[O:15])[O:16][CH2:17][CH3:18])[C:19](=[O:20])[O:21][CH2:22][CH3:23]. Reactants: CCOC(=O)CN(CCCN1CCOCC1)Cc1cc(Br)cnc1N, CS(C)=O, [H-], [Na+], O. Yields the product O=C1CN(CCCN2CCOCC2)Cc2cc(Br)cnc2N1. RXN SMILES: [CH2:1]([O:3][C:4](=[O:2])[CH2:5][N:6]([CH2:7][CH2:8][CH2:9][N:10]1[CH2:11][CH2:12][O:13][CH2:14][CH2:15]1)[CH2:16][c:17]1[c:18]([NH2:24])[n:19][cH:20][c:21]([Br:23])[cH:22]1)[CH3:25].[CH3:28][S:29]([CH3:30])=[O:31].[H-:27].[Na+:26].[OH2:32]>>[O:3]=[C:4]1[CH2:5][N:6]([CH2:7][CH2:8][CH2:9][N:10]2[CH2:11][CH2:12][O:13][CH2:14][CH2:15]2)[CH2:16][c:17]2[c:18]([n:19][cH:20][c:21]([Br:23])[cH:22]2)[NH:24]1. The reactants are ClC1=NC2=CC=CC(=C2C=C1C=O)Cl (2,5-dichloroquinoline-3-carbaldehyde), FC(C1=C(C=CC=C1)B(O)O)(F)F (2-(trifluoromethyl)phenylboronic acid), C(=O)(O)O (sodium carbonate anhydrous). The reagents and catalysts are C=1C=CC(=CC1)[P](C=2C=CC=CC2)(C=3C=CC=CC3)[Pd]([P](C=4C=CC=CC4)(C=5C=CC=CC5)C=6C=CC=CC6)([P](C=7C=CC=CC7)(C=8C=CC=CC8)C=9C=CC=CC9)[P](C=1C=CC=CC1)(C=1C=CC=CC1)C=1C=CC=CC1 (tetrakis(triphenylphosphine)palladium). Run in CC#N.O (CH3CN—H2O). Conditions: temperature 100 celsius, time 5 hour. The product is ClC1=C2C=C(C(=NC2=CC=C1)C1=C(C=CC=C1)C(F)(F)F)C=O (5-chloro-2-(2-(trifluoromethyl)phenyl)quinoline-3-carbaldehyde). As a reaction SMILES: Cl[C:2]1[C:11]([CH:12]=[O:13])=[CH:10][C:9]2[C:4](=[CH:5][CH:6]=[CH:7][C:8]=2[Cl:14])[N:3]=1.[F:15][C:16]([F:27])([F:26])[C:17]1[CH:22]=[CH:21][CH:20]=[CH:19][C:18]=1B(O)O.C(O)(O)=O>CC#N.O.C1C=CC([P]([Pd]([P](C2C=CC=CC=2)(C2C=CC=CC=2)C2C=CC=CC=2)([P](C2C=CC=CC=2)(C2C=CC=CC=2)C2C=CC=CC=2)[P](C2C=CC=CC=2)(C2C=CC=CC=2)C2C=CC=CC=2)(C2C=CC=CC=2)C2C=CC=CC=2)=CC=1>[Cl:14][C:8]1[CH:7]=[CH:6][CH:5]=[C:4]2[C:9]=1[CH:10]=[C:11]([CH:12]=[O:13])[C:2]([C:18]1[CH:19]=[CH:20][CH:21]=[CH:22][C:17]=1[C:16]([F:27])([F:26])[F:15])=[N:3]2 |f:3.4,^1:39,41,60,79|. Procedure: A mixture of 2,5-dichloroquinoline-3-carbaldehyde (1.9948 g, 8.8243 mmol), 2-(trifluoromethyl)phenylboronic acid (1.8436 g, 9.7067 mmol), tetrakis(triphenylphosphine)palladium (0.50985 g, 0.44121 mmol), and sodium carbonate anhydrous (4.6763 g, 44.121 mmol) in 88 mL of CH3CN—H2O (3:1) was stirred at 100° C. After 5 hr, the mixture was cooled to room temperature and partitioned between EtOAc (100 mL) and water (100 mL). The organic layer was washed with brine (50 mL×2), dried over MgSO4, filtered... Reactants: C(C)(C)(C)OC(=O)N1C=CC=C1 (1-t-butoxycarbonylpyrrole), C(CCC)[Li] (n-Butyllithium), solution, CC1(NC(CCC1)(C)C)C (2,2,6,6-tetramethylpiperidine), B(OC(C)C)(OC(C)C)OC(C)C (tri-isopropyl borate). The solvent is C1CCOC1 (THF), CCCCCC (hexane), C1CCOC1 (THF), CCOCC (ether). Run at temperature -78 celsius, time 1.5 hour. Product: C(C)(C)(C)OC(=O)N1C(=CC=C1)B(O)O (1-t-butoxycarbonylpyrrol-2-ylboronic acid). The yield is 39.2%. As a reaction SMILES: C([Li])CCC.CC1(C)CCCC(C)(C)N1.[C:16]([O:20][C:21]([N:23]1[CH:27]=[CH:26][CH:25]=[CH:24]1)=[O:22])([CH3:19])([CH3:18])[CH3:17].[B:28](OC(C)C)([O:33]C(C)C)[O:29]C(C)C>CCCCCC.C1COCC1.CCOCC>[C:16]([O:20][C:21]([N:23]1[CH:27]=[CH:26][CH:25]=[C:24]1[B:28]([OH:33])[OH:29])=[O:22])([CH3:19])([CH3:17])[CH3:18]. Procedure: n-Butyllithium (29 ml of a 1.6M solution in hexane, 47.4 mmol) was added dropwise over 10 minutes to a solution of 2,2,6,6-tetramethylpiperidine (6.7 g, 47.4 mmol) in THF (175 ml) cooled to −78° C. A solution of 1-t-butoxycarbonylpyrrole (8.19 g, 49 mmol) in THF (25 ml) was added and the mixture was maintained below −70° C. The reaction mixture was stirred for 1.5 hours at −78° C. and tri-isopropyl borate (17 g, 90 mmol) was added. The reaction mixture was then allowed to warm to ambient tempera...